This data is from the Open Reaction Database (ORD), a public repository of structured organic reaction records. The task is: describe an organic reaction: reactants, conditions, products, and yield The reactants are ClC=1C=C(C=C(C1)Cl)C1(CC(=NO1)C1=CC(=C(C(=O)NCC2=NC=CC=C2)C=C1)C)C(F)(F)F (4-[5-(3,5-dichlorophenyl)-5-trifluoromethyl-4,5-dihydroisoxazol-3-yl]-2-methyl-N-(2-pyridylmethyl)benzoic acid amide), [H-].[Na+] (sodium hydride), CI (methyl iodide). Solvent: CN(C=O)C (N,N-dimethylformamide), C(C)(=O)OCC (ethyl acetate). Yields the product ClC=1C=C(C=C(C1)Cl)C1(CC(=NO1)C1=CC(=C(C(=O)N(CC2=NC=CC=C2)C)C=C1)C)C(F)(F)F (4-[5-(3,5-Dichlorophenyl)-5-trifluoromethyl-4,5-dihydroisoxazol-3-yl]-2-methyl-N-methyl-N-(2-pyridylmethyl)benzoic acid amide). The yield is 69.5%. RXN SMILES: [Cl:1][C:2]1[CH:3]=[C:4]([C:9]2([C:31]([F:34])([F:33])[F:32])[O:13][N:12]=[C:11]([C:14]3[CH:29]=[CH:28][C:17]([C:18]([NH:20][CH2:21][C:22]4[CH:27]=[CH:26][CH:25]=[CH:24][N:23]=4)=[O:19])=[C:16]([CH3:30])[CH:15]=3)[CH2:10]2)[CH:5]=[C:6]([Cl:8])[CH:7]=1.[H-].[Na+].[CH3:37]I>CN(C)C=O.C(OCC)(=O)C>[Cl:8][C:6]1[CH:5]=[C:4]([C:9]2([C:31]([F:33])([F:32])[F:34])[O:13][N:12]=[C:11]([C:14]3[CH:29]=[CH:28][C:17]([C:18]([N:20]([CH3:37])[CH2:21][C:22]4[CH:27]=[CH:26][CH:25]=[CH:24][N:23]=4)=[O:19])=[C:16]([CH3:30])[CH:15]=3)[CH2:10]2)[CH:3]=[C:2]([Cl:1])[CH:7]=1 |f:1.2|. Reported procedure: In a solution of 0.35 g of 4-[5-(3,5-dichlorophenyl)-5-trifluoromethyl-4,5-dihydroisoxazol-3-yl]-2-methyl-N-(2-pyridylmethyl)benzoic acid amide (Compound of the present invention No. 5-234) synthesized similarly to Synthetic Example 5 in 20 ml of N,N-dimethylformamide, 0.04 g of 55% oily sodium hydride was added under cooling with ice with stirring, and stirred at the same temperature for 30 minutes. Then, 0.12 g of methyl iodide was added and thereafter the temperature was raised to room temper...